Dataset: the Open Reaction Database (ORD), a public repository of structured organic reaction records. Task: describe an organic reaction: reactants, conditions, products, and yield The reactants are CC(C)(C)OC(=O)Nc1cccc(C2(O)CCC(N3CC(NC(=O)CNC(=O)c4cccc(C(F)(F)F)c4)C3)CC2)c1, ClCCl, Cl. Yields the product Nc1cccc(C2(O)CCC(N3CC(NC(=O)CNC(=O)c4cccc(C(F)(F)F)c4)C3)CC2)c1. As a reaction SMILES: [C:1]([O:2][C:3](=[O:4])[NH:7][c:8]1[cH:9][c:10]([C:14]2([OH:41])[CH2:15][CH2:16][CH:17]([N:20]3[CH2:21][CH:22]([NH:24][C:25]([CH2:26][NH:27][C:28]([c:29]4[cH:30][c:31]([C:35]([F:36])([F:37])[F:38])[cH:32][cH:33][cH:34]4)=[O:39])=[O:40])[CH2:23]3)[CH2:18][CH2:19]2)[cH:11][cH:12][cH:13]1)([CH3:5])([CH3:6])[CH3:42].[Cl:44][CH2:45][Cl:46].[ClH:43]>>[NH2:7][c:8]1[cH:9][c:10]([C:14]2([OH:41])[CH2:15][CH2:16][CH:17]([N:20]3[CH2:21][CH:22]([NH:24][C:25]([CH2:26][NH:27][C:28]([c:29]4[cH:30][c:31]([C:35]([F:36])([F:37])[F:38])[cH:32][cH:33][cH:34]4)=[O:39])=[O:40])[CH2:23]3)[CH2:18][CH2:19]2)[cH:11][cH:12][cH:13]1.